From a dataset of the Open Reaction Database (ORD), a public repository of structured organic reaction records. describe an organic reaction: reactants, conditions, products, and yield Reactants: CN([SiH](C)C)[Si](C)(C)C, CCO, C[Si](C)(C)Cl, Nc1ccccc1CCC(N)C(=O)O, Cc1ccccc1C. The product is NC1CCc2ccccc2NC1=O. RXN SMILES: [CH3:15][SiH:16]([CH3:17])[N:18]([CH3:19])[Si:20]([CH3:21])([CH3:22])[CH3:23].[CH3:29][CH2:30][OH:31].[Cl:24][Si:25]([CH3:26])([CH3:27])[CH3:28].[NH2:1][CH:2]([C:3](=[O:4])[OH:5])[CH2:6][CH2:7][c:8]1[c:9]([NH2:14])[cH:10][cH:11][cH:12][cH:13]1.[c:32]1([CH3:33])[c:34]([CH3:35])[cH:36][cH:37][cH:38][cH:39]1>>[NH2:1][CH:2]1[C:3](=[O:4])[NH:14][c:9]2[c:8]([cH:13][cH:12][cH:11][cH:10]2)[CH2:7][CH2:6]1. Reactants: C(=O)(C(F)(F)F)O (TFA), C(C)(=O)NC1=NC2=C(C=CC=C2C=C1)OCCOC=1C(=NC=CN1)N1CCN(CC1)C(=O)OC(C)(C)C (tert-Butyl 4-[3-(2-{[2-(acetylamino)-8-quinolinyl]oxy}ethoxy)-2-pyrazinyl]-1-piperazinecarboxylate). Run in C(Cl)Cl (CH2Cl2), C(Cl)Cl (CH2Cl2). Reaction conditions: time 1 hour. The product is N1(CCNCC1)C=1C(=NC=CN1)OCCOC=1C=CC=C2C=CC(=NC12)NC(C)=O (N-[8-(2-{[3-(1-piperazinyl)-2-pyrazinyl]oxy}ethoxy)-2-quinolinyl]acetamide). Reaction SMILES: C(O)(C(F)(F)F)=O.[C:8]([NH:11][C:12]1[CH:21]=[CH:20][C:19]2[C:14](=[C:15]([O:22][CH2:23][CH2:24][O:25][C:26]3[C:27]([N:32]4[CH2:37][CH2:36][N:35](C(OC(C)(C)C)=O)[CH2:34][CH2:33]4)=[N:28][CH:29]=[CH:30][N:31]=3)[CH:16]=[CH:17][CH:18]=2)[N:13]=1)(=[O:10])[CH3:9]>C(Cl)Cl>[N:32]1([C:27]2[C:26]([O:25][CH2:24][CH2:23][O:22][C:15]3[CH:16]=[CH:17][CH:18]=[C:19]4[C:14]=3[N:13]=[C:12]([NH:11][C:8](=[O:10])[CH3:9])[CH:21]=[CH:20]4)=[N:31][CH:30]=[CH:29][N:28]=2)[CH2:33][CH2:34][NH:35][CH2:36][CH2:37]1. Procedure details: TFA (1.5 mL) was added to a solution of the product from Step 2 (112 mg, 0.22 mmol) in CH2Cl2(1.5 mL) at 0° C. and the mixture was stirred under inert atmosphere for 1 h. The reaction mixture was diluted with CH2Cl2 and washed with 2 M aqueous NaOH (×4) and brine. The organic layer was dried (MgSO4) and concentrated. The crude solid product (83 mg) was purified by column chromatography on silica using CHCl3/MeOH (9:1)+1% NH3 as eluent to give the title compound as an oil that solidified after re... Reactants: COC1=CC=C(C=C1C(=O)O)C(=O)N (6-methoxyisophthalamic acid), NC1=NC2=CC=CC=C2C=C1 (2-aminoquinoline). The product is COC1=C(C=C(C(=O)N)C=C1)C(=O)NC1=NC2=CC=CC=C2C=C1 (4-methoxy-3-N-quinolin-2-yl-isophthalamide). As a reaction SMILES: [CH3:1][O:2][C:3]1[C:8]([C:9]([OH:11])=O)=[CH:7][C:6]([C:12]([NH2:14])=[O:13])=[CH:5][CH:4]=1.[NH2:15][C:16]1[CH:25]=[CH:24][C:23]2[C:18](=[CH:19][CH:20]=[CH:21][CH:22]=2)[N:17]=1>>[CH3:1][O:2][C:3]1[CH:4]=[CH:5][C:6]([C:12]([NH2:14])=[O:13])=[CH:7][C:8]=1[C:9]([NH:15][C:16]1[CH:25]=[CH:24][C:23]2[C:18](=[CH:19][CH:20]=[CH:21][CH:22]=2)[N:17]=1)=[O:11]. Reported procedure: The captioned compound was synthesized from 6-methoxyisophthalamic acid and 2-aminoquinoline by the same procedure as in the manufacturing method described in step C of Example 1-3-1. Starting materials: [H-].[Na+] (Sodium hydride), C(C1=CC=CC=C1)OC(=O)N1CC(NCC1)=O (4-benzyloxycarbonyl-2-oxo-piperazine), C(C)(C)(C)OC(=O)N1CCC(CC1)CBr (4-bromomethyl-piperidine-1-carboxylic acid tert-butyl ester). Solvent: CN(C)C=O (DMF). Reaction conditions: time 16 hour. Yields the product C(C1=CC=CC=C1)OC(=O)N1CC(N(CC1)CC1CCN(CC1)C(=O)OC(C)(C)C)=O (4-(1-tert-butoxycarbonyl-piperidin-4-ylmethyl)-3-oxo-piperazine-1-carboxylic acid benzyl ester). RXN SMILES: [H-].[Na+].[CH2:3]([O:10][C:11]([N:13]1[CH2:18][CH2:17][NH:16][C:15](=[O:19])[CH2:14]1)=[O:12])[C:4]1[CH:9]=[CH:8][CH:7]=[CH:6][CH:5]=1.[C:20]([O:24][C:25]([N:27]1[CH2:32][CH2:31][CH:30]([CH2:33]Br)[CH2:29][CH2:28]1)=[O:26])([CH3:23])([CH3:22])[CH3:21]>CN(C=O)C>[CH2:3]([O:10][C:11]([N:13]1[CH2:18][CH2:17][N:16]([CH2:33][CH:30]2[CH2:31][CH2:32][N:27]([C:25]([O:24][C:20]([CH3:21])([CH3:23])[CH3:22])=[O:26])[CH2:28][CH2:29]2)[C:15](=[O:19])[CH2:14]1)=[O:12])[C:4]1[CH:5]=[CH:6][CH:7]=[CH:8][CH:9]=1 |f:0.1|. Reported procedure: Sodium hydride (60%, 0.27 g, 6.7 mmol) is added to a solution of 4-benzyloxycarbonyl-2-oxo-piperazine (1.58 g, 6.7 mmol) in dry DMF (40 mL). After 30 minutes 4-bromomethyl-piperidine-1-carboxylic acid tert-butyl ester (1.87 g, 6.7 mmol) is added and the reaction is allowed to stir for 16 h. The solvent is removed in vacuo and the residue is dissolved in ether and washed with NH4Cl. The aqueous phase is back-extracted with ether and the combined ether fractions are washed with water and brine to ...